Dataset: the Open Reaction Database (ORD), a public repository of structured organic reaction records. Task: describe an organic reaction: reactants, conditions, products, and yield Starting materials: [OH-].[Na+] (sodium hydroxide), N1C=CC=2C(=CC=CC12)C(=O)OC (methyl indole-4-carboxylate), CNC (dimethylamine), C=O (formaldehyde). Solvent: C(C)(=O)O (acetic acid), C(C)(=O)O (acetic acid). Conditions: time 20 hour. Product: CN(C)CC1=CNC=2C=CC=C(C12)C(=O)OC (methyl 3-dimethylaminomethylindole-4-carboxylate). As a reaction SMILES: [NH:1]1[C:9]2[CH:8]=[CH:7][CH:6]=[C:5]([C:10]([O:12][CH3:13])=[O:11])[C:4]=2[CH:3]=[CH:2]1.[CH3:14][NH:15][CH3:16].[CH2:17]=O.[OH-].[Na+]>C(O)(=O)C>[CH3:14][N:15]([CH2:17][C:3]1[C:4]2[C:5]([C:10]([O:12][CH3:13])=[O:11])=[CH:6][CH:7]=[CH:8][C:9]=2[NH:1][CH:2]=1)[CH3:16] |f:3.4|. Procedure: 100 g of methyl indole-4-carboxylate were dissolved in 500 ml of glacial acetic acid. To the solution were added dropwise at room temperature a mixture of 86 ml of a 40% strength aqueous dimethylamine solution, 55 ml of a 37% strength aqueous formaldehyde solution and 250 ml of glacial acetic acid. The reaction mixture was subsequently stirred at room temperature for 20 hours. To work up the reaction mixture it was cooled in ice and 20% strength aqueous sodium hydroxide solution was added until ... Starting materials: ClC1=CC2=CC=3[C@H](C4=CC5=CC(=C(C=C5C=C4[C@@H](C3C=C2C=C1Cl)SCCC1=CC=CC=C1)Cl)Cl)SCCC1=CC=CC=C1 (2,3,9,10-tetrachloro-trans-6,13-bis(phenylethylthio)-6,13-dihydropentacene), ClC1=C(C(C(=C(C1=O)Cl)Cl)=O)Cl (tetrachloro-1,4-benzoquinone), C([O-])([O-])=O.[K+].[K+] (potassium carbonate). Solvent: C1=CC=CC=C1 (benzene). Reaction conditions: temperature 60 celsius, time 48 hour. The product is ClC1=CC2=CC3=C(C4=CC5=CC(=C(C=C5C=C4C(=C3C=C2C=C1Cl)SCCC1=CC=CC=C1)Cl)Cl)SCCC1=CC=CC=C1 (2,3,9,10-tetrachloro-6,13-bis(phenethylthio)pentacene). Yield: 17.0%. As a reaction SMILES: [Cl:1][C:2]1[C:23]([Cl:24])=[CH:22][C:21]2[C:4](=[CH:5][C:6]3[C@@H:7]([S:36][CH2:37][CH2:38][C:39]4[CH:44]=[CH:43][CH:42]=[CH:41][CH:40]=4)[C:8]4[C:17]([C@H:18]([S:25][CH2:26][CH2:27][C:28]5[CH:33]=[CH:32][CH:31]=[CH:30][CH:29]=5)[C:19]=3[CH:20]=2)=[CH:16][C:15]2[C:10](=[CH:11][C:12]([Cl:35])=[C:13]([Cl:34])[CH:14]=2)[CH:9]=4)[CH:3]=1.ClC1C(=O)C(Cl)=C(Cl)C(=O)C=1Cl.C(=O)([O-])[O-].[K+].[K+]>C1C=CC=CC=1>[Cl:24][C:23]1[C:2]([Cl:1])=[CH:3][C:4]2[C:21](=[CH:20][C:19]3[C:6]([CH:5]=2)=[C:7]([S:36][CH2:37][CH2:38][C:39]2[CH:40]=[CH:41][CH:42]=[CH:43][CH:44]=2)[C:8]2[C:17](=[CH:16][C:15]4[C:10]([CH:9]=2)=[CH:11][C:12]([Cl:35])=[C:13]([Cl:34])[CH:14]=4)[C:18]=3[S:25][CH2:26][CH2:27][C:28]2[CH:33]=[CH:32][CH:31]=[CH:30][CH:29]=2)[CH:22]=1 |f:2.3.4|. Procedure: A mixture of 2,3,9,10-tetrachloro-trans-6,13-bis(phenylethylthio)-6,13-dihydropentacene (0.3 g, 0.44 mmol), tetrachloro-1,4-benzoquinone (0.22 g, 0.89 mmol) and potassium carbonate (0.61 g, 4.45 mmol) in dry benzene (50 mL) was stirred at 60° C. for 48 h under an argon atmosphere in the dark. After cooling to RT, the reaction mixture was filtered and washed with CH2Cl2. After evaporation of the filtrate, the solid residue was passed through short column of n-Al2O3 eluted with CH2Cl2 and the deep...